This data is from the Open Reaction Database (ORD), a public repository of structured organic reaction records. The task is: describe an organic reaction: reactants, conditions, products, and yield Starting materials: C(#N)C1=NC(=C(N=C1C#N)Cl)Cl (2,3-dicyano-5,6-dichloropyrazine), C(C)(C)O (Isopropanol). The product is C(#N)C1=NC(=C(N=C1C#N)Cl)OC(C)C (2,3-dicyano-5-chloro-6-isopropoxypyrazine). Yield: 45.0%. RXN SMILES: [C:1]([C:3]1[C:8]([C:9]#[N:10])=[N:7][C:6](Cl)=[C:5]([Cl:12])[N:4]=1)#[N:2].[CH:13]([OH:16])([CH3:15])[CH3:14]>>[C:9]([C:8]1[C:3]([C:1]#[N:2])=[N:4][C:5]([Cl:12])=[C:6]([O:16][CH:13]([CH3:15])[CH3:14])[N:7]=1)#[N:10]. Procedure details: Isopropanol (50 ml) was added to 1.99 g (0.01 mole) of 2,3-dicyano-5,6-dichloropyrazine, and the mixture was refluxed for 10 hours. After the reaction, the isopropanol was distilled off under reduced pressure. The crude product obtained (1.14 g) was chromatographed on a column of silica gel using benzene-n-hexane as an eluent to afford 1.00 g (yield 45%) of 2,3-dicyano-5-chloro-6-isopropoxypyrazine. Starting materials: BrC1=C(C=C(NC=C(C(=O)NC2=C(C=C(C(=C2)OC)Cl)Cl)C#N)C=C1)OC (4-bromo-3-methoxyanilino-N-(2,4-dichloro-5-methoxyphenyl)-2-cyano-2-propenamide), CO (methanol), P(=O)(Cl)(Cl)Cl (phosphorous oxychloride), P(=O)(Cl)(Cl)Cl (phosphorous oxychloride), CO (methanol). Solvent: C(C)#N (acetonitrile). Conditions: temperature 2.5 celsius, time 1 hour. The product is BrC=1C=C2C(=C(C=NC2=CC1OC)C#N)NC1=C(C=C(C(=C1)OC)Cl)Cl (6-bromo-4-[(2,4-dichloro-5-methoxyphenyl)amino]-7-methoxy-3-quinolinecarbonitrile). Yield: 38.5%. Reaction SMILES: [Br:1][C:2]1[CH:25]=[CH:24][C:5]([NH:6][CH:7]=[C:8]([C:22]#[N:23])[C:9]([NH:11][C:12]2[CH:17]=[C:16]([O:18][CH3:19])[C:15]([Cl:20])=[CH:14][C:13]=2[Cl:21])=O)=[CH:4][C:3]=1[O:26][CH3:27].CO.P(Cl)(Cl)(Cl)=O>C(#N)C>[Br:1][C:2]1[CH:25]=[C:24]2[C:5](=[CH:4][C:3]=1[O:26][CH3:27])[N:6]=[CH:7][C:8]([C:22]#[N:23])=[C:9]2[NH:11][C:12]1[CH:17]=[C:16]([O:18][CH3:19])[C:15]([Cl:20])=[CH:14][C:13]=1[Cl:21]. Reported procedure: To a suspension of (5.13 g, 11 mmol) of 4-bromo-3-methoxyanilino-N-(2,4-dichloro-5-methoxyphenyl)-2-cyano-2-propenamide in 400 mL of acetonitrile was added 1.5 mL of methanol. The mixture was heated to reflux and phosphorous oxychloride (4.10 mL, 44.0 mmol) was added dropwise. The resulting mixture was heated at reflux for 26 hours. Additional phosphorous oxychloride (2.1 mL) and methanol (0.75 mL) were added and the mixture was heated at reflux for 21 hours. After cooling to 0-5° C. in an ice-b... The reactants are ClC1=C(C=CC(=C1)OC)C#C (2-chloro-1-ethynyl-4-methoxybenzene), N(=[N+]=[N-])CC[C@](C(=O)NOC1OCCCC1)(S(=O)(=O)C)C ((2R)-4-azido-2-methyl-2-(methylsulfonyl)-N-(tetrahydro-2H-pyran-2-yloxy)butanamide), O=C1C(O)=C([O-])[C@H](O1)[C@@H](O)CO.[Na+] (sodium ascorbate). Reagents/catalysts: [O-]S(=O)(=O)[O-].[Cu+2] (CuSO4). Solvent: C(C)O.O (EtOH—H2O). Run at time 8 hour. Yields the product ClC1=C(C=CC(=C1)OC)C=1N=NN(C1)CC[C@](C(=O)NOC1OCCCC1)(S(=O)(=O)C)C ((2R)-4-[4-(2-chloro-4-methoxyphenyl)-1H-1,2,3-triazol-1-yl]-2-methyl-2-(methylsulfonyl)-N-(tetrahydro-2H-pyran-2-yloxy)butanamide). The yield is 39.7%. As a reaction SMILES: [Cl:1][C:2]1[CH:7]=[C:6]([O:8][CH3:9])[CH:5]=[CH:4][C:3]=1[C:10]#[CH:11].[N:12]([CH2:15][CH2:16][C@@:17]([CH3:32])([S:28]([CH3:31])(=[O:30])=[O:29])[C:18]([NH:20][O:21][CH:22]1[CH2:27][CH2:26][CH2:25][CH2:24][O:23]1)=[O:19])=[N+:13]=[N-:14].O=C1O[C@H]([C@H](CO)O)C([O-])=C1O.[Na+]>C(O)C.O.[O-]S([O-])(=O)=O.[Cu+2]>[Cl:1][C:2]1[CH:7]=[C:6]([O:8][CH3:9])[CH:5]=[CH:4][C:3]=1[C:10]1[N:14]=[N:13][N:12]([CH2:15][CH2:16][C@@:17]([CH3:32])([S:28]([CH3:31])(=[O:30])=[O:29])[C:18]([NH:20][O:21][CH:22]2[CH2:27][CH2:26][CH2:25][CH2:24][O:23]2)=[O:19])[CH:11]=1 |f:2.3,4.5,6.7|. Reported procedure: To a solution of 2-chloro-1-ethynyl-4-methoxybenzene (15 mg, 0.093 mmol, 1 eq) and (2R)-4-azido-2-methyl-2-(methylsulfonyl)-N-(tetrahydro-2H-pyran-2-yloxy)butanamide (30 mg 0.093 mmol, 1 eq) in EtOH—H2O (7 mL:1 mL) was added sodium ascorbate (19 mg, 0.093 mmol, 1 eq) and CuSO4 (9 mg, 0.037 mmol, 0.4 eq). The reaction mixture was stirred vigorously at RT overnight. The reaction mixture was concentrated to remove the EtOH/H2O. The residue was dissolved in EtOAc and the CuSO4 solid was filtered off... The reactants are C(C)[SiH](C)C ((ethyl)dimethylsilane), N1(CCC1)C1=CC=C(C=N1)NC(=O)C=1N(C2=CC=C(C=C2C1)I)CC1=CC(=CC=C1)F (N-[6-(azetidin-1-yl)pyridin-3-yl]-5-iodo-1-[(3-fluorophenyl)methyl]-1H-indole-2-carboxamide), [O-]P([O-])(=O)OP(=O)([O-])OP(=O)([O-])[O-].[K+].[K+].[K+].[K+].[K+] (potassium triphosphate), CN1C(CCC1)=O (1-methyl-2-pyrrolidinone). The reagents and catalysts are CC(C)([P](C(C)(C)C)([Pd][P](C(C)(C)C)(C(C)(C)C)C(C)(C)C)C(C)(C)C)C (bis(tri-tert-butylphosphine)palladium). The solvent is mixture, O (water), CCOCC (ether). Run at time 6 hour. Product: N1(CCC1)C1=CC=C(C=N1)NC(=O)C=1N(C2=CC=C(C=C2C1[SiH](C)C)CC)CC1=CC(=CC=C1)F (N-[6-(Azetidin-1-yl)pyridin-3-yl]-5-(ethyl)dimethylsilyl-1-[(3-fluorophenyl)methyl]-1H-indole-2-carboxamide). Reaction SMILES: C([SiH:3]([CH3:5])[CH3:4])C.[N:6]1([C:10]2[N:15]=[CH:14][C:13]([NH:16][C:17]([C:19]3[N:20]([CH2:29][C:30]4[CH:35]=[CH:34][CH:33]=[C:32]([F:36])[CH:31]=4)[C:21]4[C:26]([CH:27]=3)=[CH:25][C:24](I)=[CH:23][CH:22]=4)=[O:18])=[CH:12][CH:11]=2)[CH2:9][CH2:8][CH2:7]1.[O-]P(OP(OP([O-])([O-])=O)([O-])=O)(=O)[O-].[K+].[K+].[K+].[K+].[K+].CN1CC[CH2:58][C:57]1=O>O.CCOCC.CC(C)([P](C(C)(C)C)([Pd][P](C(C)(C)C)(C(C)(C)C)C(C)(C)C)C(C)(C)C)C>[N:6]1([C:10]2[N:15]=[CH:14][C:13]([NH:16][C:17]([C:19]3[N:20]([CH2:29][C:30]4[CH:35]=[CH:34][CH:33]=[C:32]([F:36])[CH:31]=4)[C:21]4[C:26]([C:27]=3[SiH:3]([CH3:5])[CH3:4])=[CH:25][C:24]([CH2:57][CH3:58])=[CH:23][CH:22]=4)=[O:18])=[CH:12][CH:11]=2)[CH2:9][CH2:8][CH2:7]1 |f:2.3.4.5.6.7,^1:70,76|. Reported procedure: 27 mg (0.31 mmol) of (ethyl)dimethylsilane and 15 mg (0.03 mmol) of bis(tri-tert-butylphosphine)palladium are added to a suspension of 0.15 g (0.28 mmol) of N-[6-(azetidin-1-yl)pyridin-3-yl]-5-iodo-1-[(3-fluorophenyl)methyl]-1H-indole-2-carboxamide, prepared according to the protocol described in stage 8.3, and of 0.18 g (0.85 mmol) of potassium triphosphate in 2 ml of dry 1-methyl-2-pyrrolidinone (NMP), maintained under an inert atmosphere. The reaction mixture is then stirred at ambient temper... The reactants are C(C)(=O)O[C@@H]1CC2=CC[C@H]3[C@@H]4[C@H]5[C@@H](C([C@@]4(C)CC[C@@H]3[C@]2(CC1)C)=O)C5 (3β-acetoxy-15β,16β-methylene-5-androsten-17-one), C1(=CC=C(C=C1)S(=O)(=O)O)C (p-toluene-sulfonic acid), C(CO)O (ethylene glycol), C(OCC)(OCC)OCC (triethyl orthoformate). Solvent: C(Cl)Cl (methylene chloride), N1=CC=CC=C1 (pyridine), CCOCC (ether). Conditions: time 1 hour. Yields the product C(C)(=O)O[C@@H]1CC2=CC[C@H]3[C@@H]4[C@H]5[C@@H](C6([C@@]4(C)CC[C@@H]3[C@]2(CC1)C)OCCO6)C5 (3β-acetoxy-17,17-ethylenedioxy-15β,16β-methylene-5-androstene). As a reaction SMILES: [C:1]([O:4][C@H:5]1[CH2:22][CH2:21][C@@:20]2([CH3:23])[C:7](=[CH:8][CH2:9][C@@H:10]3[C@@H:19]2[CH2:18][CH2:17][C@@:15]2([CH3:16])[C@H:11]3[C@@H:12]3[CH2:25][C@@H:13]3[C:14]2=[O:24])[CH2:6]1)(=[O:3])[CH3:2].[CH2:26](O)[CH2:27][OH:28].C(OCC)(OCC)OCC.C1(C)C=CC(S(O)(=O)=O)=CC=1>C(Cl)Cl.CCOCC.N1C=CC=CC=1>[C:1]([O:4][C@H:5]1[CH2:22][CH2:21][C@@:20]2([CH3:23])[C:7](=[CH:8][CH2:9][C@@H:10]3[C@@H:19]2[CH2:18][CH2:17][C@@:15]2([CH3:16])[C@H:11]3[C@@H:12]3[CH2:25][C@@H:13]3[C:14]32[O:28][CH2:27][CH2:26][O:24]3)[CH2:6]1)(=[O:3])[CH3:2]. Reported procedure: A solution of 105 g of 3β-acetoxy-15β,16β-methylene-5-androsten-17-one in 1.05 l of methylene chloride was combined with 315 ml of ethylene glycol, 210 ml of triethyl orthoformate, and 10.5 g of p-toluene-sulfonic acid and agitated for 1 hour at room temperature. The reaction solution was combined with 40 ml of pyridine and diluted with ether, then washed with water, dried, and evaporated. The residue was triturated with pentane and vacuum-filtered, thus producing 109 mg of 3β-acetoxy-17,17-ethy...